describe an organic reaction: reactants, conditions, products, and yield From a dataset of the Open Reaction Database (ORD), a public repository of structured organic reaction records. Starting materials: NC1=C(C(=O)C2=CC=CC=C2)C=C(C=C1)Cl (2-amino-5-chlorobenzophenone), C(CC(=O)OCC)(=O)OCC (diethyl malonate), N1CCCCC1 (piperidine), C(C)(C)OC(C)C (isopropyl ether). Run at temperature 170 celsius. Product: ClC=1C=C2C(=C(C(NC2=CC1)=O)C(=O)OCC)C1=CC=CC=C1 (ethyl 6-chloro-1,2-dihydro-2-oxo-4-phenyl-3-quinolinecarboxylate). Yield: 79.3%. Reaction SMILES: [NH2:1][C:2]1[CH:15]=[CH:14][C:13]([Cl:16])=[CH:12][C:3]=1[C:4]([C:6]1[CH:11]=[CH:10][CH:9]=[CH:8][CH:7]=1)=O.[C:17](OCC)(=[O:24])[CH2:18][C:19]([O:21][CH2:22][CH3:23])=[O:20].N1CCCCC1.C(OC(C)C)(C)C>>[Cl:16][C:13]1[CH:12]=[C:3]2[C:2](=[CH:15][CH:14]=1)[NH:1][C:17](=[O:24])[C:18]([C:19]([O:21][CH2:22][CH3:23])=[O:20])=[C:4]2[C:6]1[CH:11]=[CH:10][CH:9]=[CH:8][CH:7]=1. Procedure: A mixture of 2-amino-5-chlorobenzophenone (6.93 g), diethyl malonate (7.2 g) and piperidine (0.3 ml) was heated at 170° C. for 4 hours. After cooling, isopropyl ether was added to the mixture to obtain crystals of ethyl 6-chloro-1,2-dihydro-2-oxo-4-phenyl-3-quinolinecarboxylate (7.77 g, 79.3%). The crystals was recrystallized from ethanol to give pale-yellowish needles. mp 223°-224° C.